This data is from the Open Reaction Database (ORD), a public repository of structured organic reaction records. The task is: describe an organic reaction: reactants, conditions, products, and yield As a reaction SMILES: [C:1]([O:10][CH2:11][C:12]1[CH:17]=[CH:16][CH:15]=[CH:14][CH:13]=1)(=[O:9])[CH2:2][CH2:3][CH2:4][CH2:5][C:6]([O-:8])=[O:7].Br[CH2:19][Cl:20]>>[C:1]([O:10][CH2:11][C:12]1[CH:17]=[CH:16][CH:15]=[CH:14][CH:13]=1)(=[O:9])[CH2:2][CH2:3][CH2:4][CH2:5][C:6]([O:8][CH2:19][Cl:20])=[O:7]. Isolated yield 48.0%. Conditions: temperature 0 celsius, time 8 hour. Reported procedure: To 350 ml of bromochloromethane cooled to 0° C. is added 67 g (0.14 mole) tetrabutylammonium salt of benzyl adipate half ester and the mixture is stirred overnight at 0° C. then allowed to warm to room temperature. The excess bromochloromethane is evaporated in vacuo, 400 ml ethyl ether is added to the residue and the mixture is stirred to form crystals of tetrabutylammonium bromide. The crystals are removed by filtration, washed with ether, stirred with ethyl acetate (300 ml) for one hour and r... Reactants: tetrabutylammonium salt, C(CCCCC(=O)[O-])(=O)OCC1=CC=CC=C1 (benzyl adipate), BrCCl (bromochloromethane). Product: C(CCCCC(=O)OCCl)(=O)OCC1=CC=CC=C1 (Benzyl chloromethyl adipate).